Dataset: the Open Reaction Database (ORD), a public repository of structured organic reaction records. Task: describe an organic reaction: reactants, conditions, products, and yield Starting materials: CC1(C)COC(c2ccccc2-c2ccc(COC3CCCCO3)cc2)=N1, CO, Cl, [Na+], O=C([O-])O. Yields the product CC1(C)COC(c2ccccc2-c2ccc(CO)cc2)=N1. Reaction SMILES: [CH3:1][C:2]1([CH3:27])[N:3]=[C:4]([c:7]2[c:8](-[c:13]3[cH:14][cH:15][c:16]([CH2:19][O:20][CH:21]4[CH2:22][CH2:23][CH2:24][CH2:25][O:26]4)[cH:17][cH:18]3)[cH:9][cH:10][cH:11][cH:12]2)[O:5][CH2:6]1.[CH3:34][OH:35].[ClH:28].[Na+:29].[OH:30][C:31](=[O:32])[O-:33]>>[CH3:1][C:2]1([CH3:27])[N:3]=[C:4]([c:7]2[c:8](-[c:13]3[cH:14][cH:15][c:16]([CH2:19][OH:20])[cH:17][cH:18]3)[cH:9][cH:10][cH:11][cH:12]2)[O:5][CH2:6]1. The reactants are [H-].[Na+] (NaH), N1C=C(C2=CC=CC=C12)C(=O)OC (methyl 1H-indole-3-carboxylate), CI (methyl iodide), [H-].[Na+] (NaH). Run in CN(C)C=O (DMF), O (water). Run at temperature 0 celsius, time 15 minute. Product: CN1C=C(C2=CC=CC=C12)C(=O)OC (Methyl 1-methyl-1H-indole-3-carboxylate). Isolated yield 96.3%. RXN SMILES: [H-].[Na+].[NH:3]1[C:11]2[C:6](=[CH:7][CH:8]=[CH:9][CH:10]=2)[C:5]([C:12]([O:14][CH3:15])=[O:13])=[CH:4]1.[CH3:16]I>CN(C=O)C.O>[CH3:16][N:3]1[C:11]2[C:6](=[CH:7][CH:8]=[CH:9][CH:10]=2)[C:5]([C:12]([O:14][CH3:15])=[O:13])=[CH:4]1 |f:0.1|. Reported procedure: NaH (60% dispersion in mineral oil, 8.56 g, 214.0 mmole) was added portionwise, allowing for gas evolution, to a solution of methyl 1H-indole-3-carboxylate (25.00 g, 142.7 mmole) in DMF (350 mL) at 0° C. When the NaH addition was complete, methyl iodide (44.4 mL, 713.5 mmole) was added at 0° C. The reaction was stirred at 0° C. for 15 minutes then at RT overnight. The reaction was diluted with water and extracted with ethyl acetate. The combined extracts were dried over K2CO3 and concentrated to... Reactants: C1=CC=C2C(=C1)C(=O)C(C2=O)(O)O (ninhydrin), Cl.C1OC=2C=C(C=CC2O1)NC(NN)=O (4-(3,4-methylenedioxyphenyl)-semicarbazide hydrochloride). Yields the product C1OC=2C=C(C=CC2O1)NC(NN=C1C(C2=CC=CC=C2C1=O)=O)=O (2- [4-(3,4-methylenedioxyphenyl)-semicarbazono]indan-1,3-dione). Reaction SMILES: [CH:1]1[CH:6]=[C:5]2[C:7]([C:9](O)(O)[C:10](=[O:11])[C:4]2=[CH:3][CH:2]=1)=[O:8].Cl.[CH2:15]1[O:23][C:22]2[CH:21]=[CH:20][C:19]([NH:24][C:25](=[O:28])[NH:26][NH2:27])=[CH:18][C:17]=2[O:16]1>>[CH2:15]1[O:23][C:22]2[CH:21]=[CH:20][C:19]([NH:24][C:25](=[O:28])[NH:26][N:27]=[C:9]3[C:10](=[O:11])[C:4]4[C:5](=[CH:6][CH:1]=[CH:2][CH:3]=4)[C:7]3=[O:8])=[CH:18][C:17]=2[O:16]1 |f:1.2|. Procedure: ninhydrin, 4-(3,4-methylenedioxyphenyl)-semicarbazide hydrochloride